From a dataset of the Open Reaction Database (ORD), a public repository of structured organic reaction records. describe an organic reaction: reactants, conditions, products, and yield Reactants: BrC=1N=C(SC1S(=O)(=O)N)N1CCOCC1 (4-bromo-2-morpholinothiazole-5-sulfonamide), C1(CCCCC1)P(C1=C(C=CC=C1)C1=C(C=CC=C1OC)OC)C1CCCCC1 (dicyclohexyl(2′,6′-dimethoxybiphenyl-2-yl)phosphine), BrC=1N=C(SC1S(=O)(=O)N)N1CCOCC1 (4-bromo-2-morpholinothiazole-5-sulfonamide), solution, [Br-].C1=C(C=CC2=CC=CC=C12)C[Zn+] (2-napthylmethylzinc bromide). The reagents and catalysts are C(C)(=O)[O-].[Pd+2].C(C)(=O)[O-] (palladium(II) acetate). Solvent: C1CCOC1 (THF), C1CCOC1 (THF). Conditions: time 5 minute. Yields the product O1CCN(CC1)C=1SC(=C(N1)CC1=CC2=CC=CC=C2C=C1)S(=O)(=O)N (2-morpholino-4-(naphthalen-2-ylmethyl)thiazole-5-sulfonamide). RXN SMILES: Br[C:2]1[N:3]=[C:4]([N:11]2[CH2:16][CH2:15][O:14][CH2:13][CH2:12]2)[S:5][C:6]=1[S:7]([NH2:10])(=[O:9])=[O:8].C1(P(C2CCCCC2)C2C=CC=CC=2C2C(OC)=CC=CC=2OC)CCCCC1.[Br-].[CH:47]1[C:56]2[C:51](=[CH:52][CH:53]=[CH:54][CH:55]=2)[CH:50]=[CH:49][C:48]=1[CH2:57][Zn+]>C([O-])(=O)C.[Pd+2].C([O-])(=O)C.C1COCC1>[O:14]1[CH2:15][CH2:16][N:11]([C:4]2[S:5][C:6]([S:7]([NH2:10])(=[O:9])=[O:8])=[C:2]([CH2:57][C:48]3[CH:49]=[CH:50][C:51]4[C:56](=[CH:55][CH:54]=[CH:53][CH:52]=4)[CH:47]=3)[N:3]=2)[CH2:12][CH2:13]1 |f:2.3,4.5.6|. Procedure details: To a dried flask was added 4-bromo-2-morpholinothiazole-5-sulfonamide (194 mg, 0.591 mmol), THF (4.79 mL), palladium(II) acetate (1.33 mg, 0.00591 mmol) and dicyclohexyl(2′,6′-dimethoxybiphenyl-2-yl)phosphine (4.85 mg, 0.0118 mmol). The mixture was stirred for 5 minutes, and a 0.500 M solution of 2-napthylmethylzinc bromide in THF (4.14 mL, 2.04 mmol) was then added dropwise over 30 minutes. The reaction was stirred at room temperature for 1 hour and quenched with saturated ammonium chloride (10... The reactants are [H-] (hydride), CC1=NC=C(N=C1)CCl (2-methyl-5-pyrazinylmethyl chloride), [N+](=O)([O-])C=C1NCCN1 (2-Nitromethyleneimidazolidine), [H][H] (hydrogen). The solvent is CN(C=O)C (dimethylformamide), O (water). Reaction conditions: temperature 40 celsius, time 8 hour. Product: CC1=NC=C(N=C1)CN1C(NCC1)=C[N+](=O)[O-] (1-(2-methyl-5-pyrazinylmethyl)-2-(nitromethylene)imidazolidine). Yield: 23.0%. Reaction SMILES: [N+:1]([CH:4]=[C:5]1[NH:9][CH2:8][CH2:7][NH:6]1)([O-:3])=[O:2].[H-].[H][H].[CH3:13][C:14]1[CH:19]=[N:18][C:17]([CH2:20]Cl)=[CH:16][N:15]=1>CN(C)C=O.O>[CH3:13][C:14]1[CH:19]=[N:18][C:17]([CH2:20][N:6]2[CH2:7][CH2:8][NH:9][C:5]2=[CH:4][N+:1]([O-:3])=[O:2])=[CH:16][N:15]=1. Procedure details: 2-Nitromethyleneimidazolidine (12.9 g) was dissolved in dry dimethylformamide (100 ml), and at room temperature 60% oily soldium hydride (4.4 g) was added. The mixture was stirred at room temperature until the generation of hydrogen ceased. Then, 2-methyl-5-pyrazinylmethyl chloride (14.3 g) was added at room temperature, and the mixture was stirred at 40° C. for 8 hours. After cooling to room temperature, the reaction mixture was added to 200 ml of water, and extracted with dichloromethane. On d...